From a dataset of the Open Reaction Database (ORD), a public repository of structured organic reaction records. describe an organic reaction: reactants, conditions, products, and yield Starting materials: Fc1ccc(CCl)cc1, CCCCCCCCCCCCOCC(O)CN1CCNCC1. Product: CCCCCCCCCCCCOCC(O)CN1CCN(Cc2ccc(F)cc2)CC1. RXN SMILES: [F:24][c:25]1[cH:26][cH:27][c:28]([CH2:29][Cl:30])[cH:31][cH:32]1.[OH:1][CH:2]([CH2:3][N:4]1[CH2:5][CH2:6][NH:7][CH2:8][CH2:9]1)[CH2:10][O:11][CH2:12][CH2:13][CH2:14][CH2:15][CH2:16][CH2:17][CH2:18][CH2:19][CH2:20][CH2:21][CH2:22][CH3:23]>>[OH:1][CH:2]([CH2:3][N:4]1[CH2:5][CH2:6][N:7]([CH2:29][c:28]2[cH:27][cH:26][c:25]([F:24])[cH:32][cH:31]2)[CH2:8][CH2:9]1)[CH2:10][O:11][CH2:12][CH2:13][CH2:14][CH2:15][CH2:16][CH2:17][CH2:18][CH2:19][CH2:20][CH2:21][CH2:22][CH3:23]. Reactants: C(C1=CC=C(C(=O)Cl)C=C1)(=O)Cl (terephthaloyl chloride), C(=O)(OC(C)(C)C)NC1CCNCC1 (4-(N-Boc-amino)piperidine), TEA. The solvent is CN(C)C=O (DMF). Reaction conditions: time 40 minute. The product is NC1CCN(CC1)C(=O)C1=CC=C(C=C1)C(=O)N1CCC(CC1)N ([4-(4-Amino-piperidine-1-carbonyl)-phenyl]-(4-amino-piperidin-1-yl)-methanone). Reaction SMILES: [C:1](Cl)(=[O:11])[C:2]1[CH:10]=[CH:9][C:5]([C:6](Cl)=[O:7])=[CH:4][CH:3]=1.C([NH:20][CH:21]1[CH2:26][CH2:25][NH:24][CH2:23][CH2:22]1)(OC(C)(C)C)=O>CN(C=O)C>[NH2:20][CH:21]1[CH2:26][CH2:25][N:24]([C:1]([C:2]2[CH:10]=[CH:9][C:5]([C:6]([N:24]3[CH2:23][CH2:22][CH:21]([NH2:20])[CH2:26][CH2:25]3)=[O:7])=[CH:4][CH:3]=2)=[O:11])[CH2:23][CH2:22]1. Reported procedure: A solution of terephthaloyl chloride (1.02 g, 5.0 mmol) in DMF (10 mL) under an inert atmosphere of argon is treated dropwise with a solution of 4-(N-Boc-amino)piperidine (2.00 g, 10.0 mmol) over 20 minutes. The reaction mixture is allowed to stir at room temperature for 40 minutes and then TEA (2.09 mL, 15.0 mmol) is added dropwise. A white suspension forms and stirring continues for 2 hours. The resulting mixture is washed with saturated NaHCO3 solution (50 mL) and water (100 mL). The resultin... Reactants: COC(CCON=C(C)OCC)=O (3-(1-ethoxy-ethylideneaminooxy)-propanoic acid methyl ester), C(C)(C)N (isopropylamine), C(C)(C)N (isopropylamine). Run in CO (methanol). Conditions: temperature 55 celsius, time 14 hour. Product: C(C)OC(C)=NOCCC(NC(C)C)=O (N-(2-isopropylcarbamoyl-ethoxy)-acetimidic acid ethyl ester). Yield: 13.0%. RXN SMILES: CO[C:3](=[O:13])[CH2:4][CH2:5][O:6][N:7]=[C:8]([O:10][CH2:11][CH3:12])[CH3:9].[CH:14]([NH2:17])([CH3:16])[CH3:15]>CO>[CH2:11]([O:10][C:8](=[N:7][O:6][CH2:5][CH2:4][C:3](=[O:13])[NH:17][CH:14]([CH3:16])[CH3:15])[CH3:9])[CH3:12]. Procedure: To a known compound, 3-(1-ethoxy-ethylideneaminooxy)-propanoic acid methyl ester (CAS No. 97164-30-2, 300 mg, 1.585 mmol) were added methanol (3 ml) and isopropylamine (1.4 ml), and the mixture was stirred at 55° C. for 14 hours. Additional isopropylamine (1.0 ml) was added, and the mixture was stirred for 3 hours using a focused microwave synthesis system (Discover™, CEM) at 100 W. The reaction mixture was concentrated under reduced pressure, and the residue was purified by silica gel column ch...